From a dataset of the Open Reaction Database (ORD), a public repository of structured organic reaction records. describe an organic reaction: reactants, conditions, products, and yield The reactants are O=C(Cl)c1ccncc1, C1CCOC1, CN1CCCC1=O, Cl, CCC(=O)NC1CC(n2cnc3c(NCC(c4ccc(O)cc4)c4ccc(O)cc4)nc(N4CCC(N)C4)nc32)C(O)C1O. Yields the product Cl, Cl, CCC(=O)NC1CC(n2cnc3c(NCC(c4ccc(O)cc4)c4ccc(O)cc4)nc(N4CCC(NC(=O)c5ccncc5)C4)nc32)C(O)C1O. Reaction SMILES: [C:46]([c:47]1[cH:48][cH:49][n:50][cH:51][cH:52]1)(=[O:53])[Cl:54].[CH2:55]1[O:56][CH2:57][CH2:58][CH2:59]1.[CH3:60][N:61]1[CH2:62][CH2:63][CH2:64][C:65]1=[O:66].[ClH:45].[NH2:1][CH:2]1[CH2:3][N:4]([c:7]2[n:8][c:9]([NH:28][CH2:29][CH:30]([c:31]3[cH:32][cH:33][c:34]([OH:37])[cH:35][cH:36]3)[c:38]3[cH:39][cH:40][c:41]([OH:44])[cH:42][cH:43]3)[c:10]3[n:11][cH:12][n:13]([CH:16]4[CH:17]([OH:27])[CH:18]([OH:26])[CH:19]([NH:21][C:22]([CH2:23][CH3:24])=[O:25])[CH2:20]4)[c:14]3[n:15]2)[CH2:5][CH2:6]1>>[ClH:45].[ClH:54].[NH:1]([CH:2]1[CH2:3][N:4]([c:7]2[n:8][c:9]([NH:28][CH2:29][CH:30]([c:31]3[cH:32][cH:33][c:34]([OH:37])[cH:35][cH:36]3)[c:38]3[cH:39][cH:40][c:41]([OH:44])[cH:42][cH:43]3)[c:10]3[n:11][cH:12][n:13]([CH:16]4[CH:17]([OH:27])[CH:18]([OH:26])[CH:19]([NH:21][C:22]([CH2:23][CH3:24])=[O:25])[CH2:20]4)[c:14]3[n:15]2)[CH2:5][CH2:6]1)[C:46]([c:47]1[cH:48][cH:49][n:50][cH:51][cH:52]1)=[O:53].